From a dataset of the Open Reaction Database (ORD), a public repository of structured organic reaction records. describe an organic reaction: reactants, conditions, products, and yield The reactants are COC(=O)N(C)CCCCCC(=O)O, CCN=C=NCCCN(C)C, CN(C)c1ccncc1, CCOC(C)=O, Cl, O=C1OC(Cn2ccnn2)CN1c1ccc(-c2ccc(C3=NOC(CO)C3)nc2)c(F)c1, CN(C)C=O. The product is COC(=O)N(C)CCCCCC(=O)OCC1CC(c2ccc(-c3ccc(N4CC(Cn5ccnn5)OC4=O)cc3F)cn2)=NO1. RXN SMILES: [CH3:1][O:2][C:3](=[O:4])[N:5]([CH2:6][CH2:7][CH2:8][CH2:9][CH2:10][C:11](=[O:12])[OH:13])[CH3:14].[CH3:48][N:49]([CH3:50])[CH2:51][CH2:52][CH2:53][N:54]=[C:55]=[N:56][CH2:57][CH3:58].[CH3:59][N:60]([CH3:61])[c:62]1[cH:63][cH:64][n:65][cH:66][cH:67]1.[CH3:73][CH2:74][O:75][C:76](=[O:77])[CH3:78].[ClH:47].[F:15][c:16]1[cH:17][c:18]([N:35]2[C:36](=[O:46])[O:37][CH:38]([CH2:40][n:41]3[n:42][n:43][cH:44][cH:45]3)[CH2:39]2)[cH:19][cH:20][c:21]1-[c:22]1[cH:23][n:24][c:25]([C:28]2=[N:29][O:30][CH:31]([CH2:33][OH:34])[CH2:32]2)[cH:26][cH:27]1.[O:68]=[CH:69][N:70]([CH3:71])[CH3:72]>>[CH3:1][O:2][C:3](=[O:4])[N:5]([CH2:6][CH2:7][CH2:8][CH2:9][CH2:10][C:11](=[O:12])[O:13][CH2:33][CH:31]1[O:30][N:29]=[C:28]([c:25]2[n:24][cH:23][c:22](-[c:21]3[c:16]([F:15])[cH:17][c:18]([N:35]4[C:36](=[O:46])[O:37][CH:38]([CH2:40][n:41]5[n:42][n:43][cH:44][cH:45]5)[CH2:39]4)[cH:19][cH:20]3)[cH:27][cH:26]2)[CH2:32]1)[CH3:14]. Reactants: OB(O)c1cc(C(F)(F)F)cc(C(F)(F)F)c1, CCOC(=O)C=C(C)c1ccc(I)cc1. Product: CCOC(=O)C=C(C)c1ccc(-c2cc(C(F)(F)F)cc(C(F)(F)F)c2)cc1. RXN SMILES: [F:16][C:17]([c:18]1[cH:19][c:20]([B:28]([OH:29])[OH:30])[cH:21][c:22]([C:24]([F:25])([F:26])[F:27])[cH:23]1)([F:31])[F:32].[I:1][c:2]1[cH:3][cH:4][c:5]([C:8](=[CH:9][C:10](=[O:11])[O:12][CH2:13][CH3:14])[CH3:15])[cH:6][cH:7]1>>[c:2]1(-[c:20]2[cH:19][c:18]([C:17]([F:16])([F:31])[F:32])[cH:23][c:22]([C:24]([F:25])([F:26])[F:27])[cH:21]2)[cH:3][cH:4][c:5]([C:8](=[CH:9][C:10](=[O:11])[O:12][CH2:13][CH3:14])[CH3:15])[cH:6][cH:7]1. Run in C(C)O (ethanol), Cl (hydrochloric acid). Starting materials: ClC=1C(=NN(C1OC(F)F)C)C1=C(C=C(C(=C1)[N+](=O)[O-])Cl)F (4-chloro-3-(4-chloro-2-fluoro-5-nitrophenyl)-5-difluoromethoxy-1-methyl-1H-pyrazole), [OH-].[Na+] (NaOH), stannous chloride. The yield is 77.6%. Reported procedure: To 4-chloro-3-(4-chloro-2-fluoro-5-nitrophenyl)-5-difluoromethoxy-1-methyl-1H-pyrazole (3.0 g, 8.5 mmoles) in a mixture of 15 ml ethanol and 15 ml conc. hydrochloric acid was added stannous chloride (7.70 g, 34 mmole) and the reduction was conducted under reflux for 8 hours. Then the product solution was poured into ice-cold water, the resulting mixture was made alkaline with 20% aqueous NaOH, and the objective product was extracted with ethyl acetate. Dehydration and concentration of the extrac... Yields the product NC=1C(=CC(=C(C1)C1=NN(C(=C1Cl)OC(F)F)C)F)Cl (3-(5-amino-4-chloro-2-fluorophenyl)-4-chloro-5-difluoromethoxy-1-methyl-1H-pyrazole). Reaction SMILES: [Cl:1][C:2]1[C:3]([C:12]2[CH:17]=[C:16]([N+:18]([O-])=O)[C:15]([Cl:21])=[CH:14][C:13]=2[F:22])=[N:4][N:5]([CH3:11])[C:6]=1[O:7][CH:8]([F:10])[F:9].[OH-].[Na+]>C(O)C.Cl>[NH2:18][C:16]1[C:15]([Cl:21])=[CH:14][C:13]([F:22])=[C:12]([C:3]2[C:2]([Cl:1])=[C:6]([O:7][CH:8]([F:9])[F:10])[N:5]([CH3:11])[N:4]=2)[CH:17]=1 |f:1.2|. Starting materials: BrC1=CC(=C(C=C1)CO)F ((4-bromo-2-fluorophenyl)methanol), BrC1=CC(=C(C=C1)CO)F ((4-bromo-2-fluorophenyl)methanol), [H-].[Na+] (NaH), BrCCOCC1=CC=CC=C1 (((2-bromoethoxy)methyl)benzene). Solvent: CN(C)C=O (DMF). Yields the product C(C1=CC=CC=C1)OCCOCC1=C(C=C(C=C1)Br)F (1-((2-(benzyloxy)ethoxy)methyl)-4-bromo-2-fluorobenzene). The yield is 50.5%. Reaction SMILES: [Br:1][C:2]1[CH:7]=[CH:6][C:5]([CH2:8][OH:9])=[C:4]([F:10])[CH:3]=1.[H-].[Na+].Br[CH2:14][CH2:15][O:16][CH2:17][C:18]1[CH:23]=[CH:22][CH:21]=[CH:20][CH:19]=1>CN(C=O)C>[CH2:17]([O:16][CH2:15][CH2:14][O:9][CH2:8][C:5]1[CH:6]=[CH:7][C:2]([Br:1])=[CH:3][C:4]=1[F:10])[C:18]1[CH:23]=[CH:22][CH:21]=[CH:20][CH:19]=1 |f:1.2|. Procedure: To a stirred solution of (4-bromo-2-fluorophenyl)methanol (5 g, 24.509 mmol) in DMF (50 mL) at 0° C. NaH (60% suspension in mineral oil, 1.96 g, 49.018 mmol) was added in portions. To the resulting suspension ((2-bromoethoxy)methyl)benzene (6.32 g, 29.41 mmol) was added at 0° C., and the reaction mixture was allowed to stir at RT for 16 h until complete consumption of (4-bromo-2-fluorophenyl)methanol, as evidenced by TLC analysis. The reaction mixture was quenched with MeOH (5 mL), diluted with ... Reactants: CN([C@@H](COC=1C=CC(=NC1)F)C)C (5-[(R)-2-dimethylamino-1-propyloxy]-2-fluoro pyridine), O.C1(=CC=C(C=C1)S(=O)(=O)O)C (p-toluenesulfonic acid monohydrate), C(C)OCC (ethyl ether). The solvent is C(C)(=O)OCC (ethyl acetate). Reaction conditions: time 5 minute. Yields the product C1(=CC=C(C=C1)S(=O)(=O)O)C.CN([C@@H](COC=1C=CC(=NC1)F)C)C (5-[(R)-2-dimethylamino-1-propyloxy]-2-fluoro pyridine p-toluenesulfonic acid). Reaction SMILES: [CH3:1][N:2]([CH3:14])[C@H:3]([CH3:13])[CH2:4][O:5][C:6]1[CH:7]=[CH:8][C:9]([F:12])=[N:10][CH:11]=1.O.[C:16]1([CH3:26])[CH:21]=[CH:20][C:19]([S:22]([OH:25])(=[O:24])=[O:23])=[CH:18][CH:17]=1.C(OCC)C>C(OCC)(=O)C>[C:16]1([CH3:26])[CH:17]=[CH:18][C:19]([S:22]([OH:25])(=[O:23])=[O:24])=[CH:20][CH:21]=1.[CH3:1][N:2]([CH3:14])[C@H:3]([CH3:13])[CH2:4][O:5][C:6]1[CH:7]=[CH:8][C:9]([F:12])=[N:10][CH:11]=1 |f:1.2,5.6|. Procedure details: A solution of the product 30A (60 mg, 0.303 mmol) in ethyl acetate (1 mL) was treated with p-toluenesulfonic acid monohydrate (60 mg, 0.318 mmol) and stirred for 5 minutes. Then ethyl ether (30 mL) was added and stirred for an additional 5 minutes. The ether was decanted and the procedure was repeated. The residue was then dried under vacuum to provide 30 as a white solid. mp 107-109° C.; MS (APCI+) m/e 199 (M+H)+; 1H NMR (D2O, 500 MHz) δ: 1.43 (d, J=7 Hz, 3H), 2.40 (s, 3H), 2.92 (s, 6H), 3.90 (...